Dataset: the Open Reaction Database (ORD), a public repository of structured organic reaction records. Task: describe an organic reaction: reactants, conditions, products, and yield As a reaction SMILES: [N+:1]([O-:2])(=[O:3])[c:4]1[cH:5][c:6]([C:7](=[O:8])[N:9]([CH2:10][C:11]([F:12])([F:13])[F:14])[CH2:15][C:16]([F:17])([F:18])[F:19])[cH:20][cH:21][c:22]1[NH:23][CH2:24][c:25]1[cH:26][s:27][cH:28][cH:29]1.[O:35]=[CH:36][N:37]([CH3:38])[CH3:39].[OH2:30].[OH2:31].[Sn:32]([Cl:33])[Cl:34]>>[NH2:1][c:4]1[cH:5][c:6]([C:7](=[O:8])[N:9]([CH2:10][C:11]([F:12])([F:13])[F:14])[CH2:15][C:16]([F:17])([F:18])[F:19])[cH:20][cH:21][c:22]1[NH:23][CH2:24][c:25]1[cH:26][s:27][cH:28][cH:29]1. Reactants: O=C(c1ccc(NCc2ccsc2)c([N+](=O)[O-])c1)N(CC(F)(F)F)CC(F)(F)F, CN(C)C=O, O, O, Cl[Sn]Cl. Product: Nc1cc(C(=O)N(CC(F)(F)F)CC(F)(F)F)ccc1NCc1ccsc1. Starting materials: C(C1=CC=CC=C1)=O (Benzaldehyde), CCO[Si](CCCN)(OCC)OCC (APTES), methylene, C(#N)CC(=O)OCC (ethyl cyanoacetate). Run in CN(C=O)C (dimethylformamide). Reaction conditions: time 90 minute. Product: C1(=CC=CC=C1)C=C(C#N)C(CC)=O (3-phenyl-2-propanoyl-prop-2-ene-nitrile). Yield: 98.0%. Reaction SMILES: [CH:1](=O)[C:2]1[CH:7]=[CH:6][CH:5]=[CH:4][CH:3]=1.[CH3:9][CH2:10]O[Si](OCC)(OCC)CCCN.[C:23]([CH2:25][C:26]([O:28]CC)=O)#[N:24]>CN(C)C=O>[C:2]1([CH:1]=[C:25]([C:26](=[O:28])[CH2:9][CH3:10])[C:23]#[N:24])[CH:7]=[CH:6][CH:5]=[CH:4][CH:3]=1. Procedure details: Benzaldehyde (2 mmol, 0.2 ml) and 0.05 g of LDH/APTES were stirred in 5 ml of dimethylformamide for 5 min. Then the active methylene compound i.e. ethyl cyanoacetate (2 mmol, 0.226 ml) was added and stirring was continued till 90 min at 27° C. The catalyst was filtered and the product was extracted with ethyl acetate, dried over anhydrous sodium sulfate. The final product (FIG. 2) was confirmed by Gas chromatography to afford the product (3-phenyl-2-propanoyl-prop-2-ene-nitrile) in 98% yield. Starting materials: C1(CC1)N1C=C(C(C2=CC(=C(C(=C12)C#CCCCC)F)F)=O)C(=O)OCC (ethyl 1-cyclopropyl-6,7-difluoro-8-(1-hexinyl)-1,4-dihydro-4-oxo-3-quinolinecarboxylate), O (water), S(O)(O)(=O)=O (sulphuric acid), O (water). Solvent: C(C)(=O)O (acetic acid). The product is C1(CC1)N1C=C(C(C2=CC(=C(C(=C12)C#CCCCC)F)F)=O)C(=O)O (1-cyclopropyl-6,7-difluoro-8-(1-hexinyl)-1,4-dihydro-4-oxo-3-quinolinecarboxylic acid). Isolated yield 77.2%. RXN SMILES: [CH:1]1([N:4]2[C:13]3[C:8](=[CH:9][C:10]([F:21])=[C:11]([F:20])[C:12]=3[C:14]#[C:15][CH2:16][CH2:17][CH2:18][CH3:19])[C:7](=[O:22])[C:6]([C:23]([O:25]CC)=[O:24])=[CH:5]2)[CH2:3][CH2:2]1.O.S(=O)(=O)(O)O>C(O)(=O)C>[CH:1]1([N:4]2[C:13]3[C:8](=[CH:9][C:10]([F:21])=[C:11]([F:20])[C:12]=3[C:14]#[C:15][CH2:16][CH2:17][CH2:18][CH3:19])[C:7](=[O:22])[C:6]([C:23]([OH:25])=[O:24])=[CH:5]2)[CH2:2][CH2:3]1. Procedure details: 0.7 g of ethyl 1-cyclopropyl-6,7-difluoro-8-(1-hexinyl)-1,4-dihydro-4-oxo-3-quinolinecarboxylate is refluxed for 3 hours in a mixture of 6 ml of glacial acetic acid, 0.5 ml of water and 0.1 ml of concentrated sulphuric acid. The reaction mixture is treated with 100 ml of water, and the solid is filtered off with suction and dried. 0.5 g of 1-cyclopropyl-6,7-difluoro-8-(1-hexinyl)-1,4-dihydro-4-oxo-3-quinolinecarboxylic acid is obtained (85% of theory). Starting materials: N1CCC(C(=O)O)CC1 (isonipecotic acid), NC1=C(C=CC=C1N)C (2,3 diamino toluene). Product: CC1=CC=CC=2NC(=NC21)C2CCNCC2 (4-(4-Methyl-1H-benzimidazol-2-yl)piperidine). As a reaction SMILES: [NH:1]1[CH2:9][CH2:8][CH:4]([C:5](O)=O)[CH2:3][CH2:2]1.[NH2:10][C:11]1[C:16]([NH2:17])=[CH:15][CH:14]=[CH:13][C:12]=1[CH3:18]>>[CH3:18][C:12]1[C:11]2[N:10]=[C:5]([CH:4]3[CH2:8][CH2:9][NH:1][CH2:2][CH2:3]3)[NH:17][C:16]=2[CH:15]=[CH:14][CH:13]=1. Procedure details: The title compound was prepared from isonipecotic acid and 2,3 diamino toluene using the method described in Description 14. MH+ 216. Yields the product COC(=O)c1ccc2cc(-c3ccc(OCc4c(C5CCCC5)noc4C4CCCC4)cc3)ccc2n1. Reactants: OCc1c(C2CCCC2)noc1C1CCCC1, ClCCl, CC(C)OC(=O)N=NC(=O)OC(C)C, COC(=O)c1ccc2cc(-c3ccc(O)cc3)ccc2n1, c1ccc(P(c2ccccc2)c2ccccc2)cc1. RXN SMILES: [CH:22]1([c:27]2[n:28][o:29][c:30]([CH:34]3[CH2:35][CH2:36][CH2:37][CH2:38]3)[c:31]2[CH2:32][OH:33])[CH2:23][CH2:24][CH2:25][CH2:26]1.[Cl:72][CH2:73][Cl:74].[O:58]=[C:59]([O:60][CH:61]([CH3:62])[CH3:63])[N:64]=[N:65][C:66]([O:67][CH:68]([CH3:69])[CH3:70])=[O:71].[OH:1][c:2]1[cH:3][cH:4][c:5](-[c:8]2[cH:9][c:10]3[cH:11][cH:12][c:13]([C:18](=[O:19])[O:20][CH3:21])[n:14][c:15]3[cH:16][cH:17]2)[cH:6][cH:7]1.[c:39]1([P:40]([c:41]2[cH:42][cH:43][cH:44][cH:45][cH:46]2)[c:47]2[cH:48][cH:49][cH:50][cH:51][cH:52]2)[cH:53][cH:54][cH:55][cH:56][cH:57]1>>[O:1]([c:2]1[cH:3][cH:4][c:5](-[c:8]2[cH:9][c:10]3[cH:11][cH:12][c:13]([C:18](=[O:19])[O:20][CH3:21])[n:14][c:15]3[cH:16][cH:17]2)[cH:6][cH:7]1)[CH2:32][c:31]1[c:27]([CH:22]2[CH2:23][CH2:24][CH2:25][CH2:26]2)[n:28][o:29][c:30]1[CH:34]1[CH2:35][CH2:36][CH2:37][CH2:38]1. Starting materials: Oc1c(Cl)cc(Br)cc1Cl, CC(C)(C)[Si](C)(C)Cl, CN(C)C=O, O. The product is CC(C)(C)[Si](C)(C)Oc1c(Cl)cc(Br)cc1Cl. As a reaction SMILES: [Br:1][c:2]1[cH:3][c:4]([Cl:10])[c:5]([OH:9])[c:6]([Cl:8])[cH:7]1.[C:16]([CH3:17])([CH3:18])([CH3:19])[Si:20]([CH3:21])([CH3:22])[Cl:23].[O:11]=[CH:12][N:13]([CH3:14])[CH3:15].[OH2:24]>>[Br:1][c:2]1[cH:3][c:4]([Cl:10])[c:5]([O:9][Si:20]([C:16]([CH3:17])([CH3:18])[CH3:19])([CH3:21])[CH3:22])[c:6]([Cl:8])[cH:7]1. Reactants: COC(=O)C(C)Oc1ccc(C(C)=O)cc1, [Na+], [OH-], O. Yields the product CC(=O)c1ccc(OC(C)C(=O)O)cc1. Reaction SMILES: [C:1]([CH3:2])(=[O:3])[c:4]1[cH:5][cH:6][c:7]([O:8][CH:9]([C:10](=[O:11])[O:12][CH3:13])[CH3:14])[cH:15][cH:16]1.[Na+:18].[OH-:17].[OH2:19]>>[C:1]([CH3:2])(=[O:3])[c:4]1[cH:5][cH:6][c:7]([O:8][CH:9]([C:10](=[O:11])[OH:12])[CH3:14])[cH:15][cH:16]1. Starting materials: O=C(O)c1cc(CNc2ccccc2C(=O)NOCc2ccccc2)ccc1F, CCN=C=NCCCN(C)C, CN1CCOCC1, Cl, NCCO, CN(C)C=O, O, On1nnc2ccccc21. The product is O=C(NCCO)c1cc(CNc2ccccc2C(=O)NOCc2ccccc2)ccc1F. RXN SMILES: [CH2:1]([c:2]1[cH:3][cH:4][cH:5][cH:6][cH:7]1)[O:8][NH:9][C:10](=[O:11])[c:12]1[c:13]([NH:18][CH2:19][c:20]2[cH:21][cH:22][c:23]([F:29])[c:24]([C:25](=[O:26])[OH:27])[cH:28]2)[cH:14][cH:15][cH:16][cH:17]1.[CH2:53]([N:54]=[C:55]=[N:56][CH2:57][CH2:58][CH2:59][N:60]([CH3:61])[CH3:62])[CH3:63].[CH3:45][N:46]1[CH2:47][CH2:48][O:49][CH2:50][CH2:51]1.[ClH:52].[NH2:41][CH2:42][CH2:43][OH:44].[O:64]=[CH:65][N:66]([CH3:67])[CH3:68].[OH2:30].[OH:31][n:32]1[c:33]2[cH:34][cH:35][cH:36][cH:37][c:38]2[n:39][n:40]1>>[CH2:1]([c:2]1[cH:3][cH:4][cH:5][cH:6][cH:7]1)[O:8][NH:9][C:10](=[O:11])[c:12]1[c:13]([NH:18][CH2:19][c:20]2[cH:21][cH:22][c:23]([F:29])[c:24]([C:25](=[O:26])[NH:41][CH2:42][CH2:43][OH:44])[cH:28]2)[cH:14][cH:15][cH:16][cH:17]1. Starting materials: FC1=CC(=C(C=C1)B(O)O)OC ((4-fluoro-2-methoxyphenyl)boronic acid), FC1=NC=CC(=C1)I (2-fluoro-4-iodopyridine), NC=1C=C(C=CC1)S(=O)(=O)NC(C)(C)C (3-amino-N-(tert-butyl)benzenesulfonamide), C(=O)([O-])[O-].[Cs+].[Cs+] (Cs2CO3). The reagents and catalysts are C1=CC=C(C=C1)P([C-]2C=CC=C2)C3=CC=CC=C3.C1=CC=C(C=C1)P([C-]2C=CC=C2)C3=CC=CC=C3.Cl[Pd]Cl.[Fe+2] (Pd(dppf)Cl2). Solvent: CN(C)C=O (DMF), CCOC(=O)C (EtOAc). Reaction conditions: temperature 150 celsius. Product: C(C)(C)(C)NS(=O)(=O)C1=CC(=CC=C1)NC1=NC=CC(=C1)C1=C(C=C(C=C1)F)OC (N-(tert-Butyl)-3-[(4-(4-fluoro-2-methoxyphenyl)pyridin-2-yl)amino]-benzenesulfonamide). The yield is 4.7%. RXN SMILES: F[C:2]1[CH:7]=[C:6](I)[CH:5]=[CH:4][N:3]=1.[NH2:9][C:10]1[CH:11]=[C:12]([S:16]([NH:19][C:20]([CH3:23])([CH3:22])[CH3:21])(=[O:18])=[O:17])[CH:13]=[CH:14][CH:15]=1.C([O-])([O-])=O.[Cs+].[Cs+].[F:30][C:31]1[CH:36]=[CH:35][C:34](B(O)O)=[C:33]([O:40][CH3:41])[CH:32]=1>CN(C=O)C.CCOC(C)=O.C1C=CC(P(C2C=CC=CC=2)[C-]2C=CC=C2)=CC=1.C1C=CC(P(C2C=CC=CC=2)[C-]2C=CC=C2)=CC=1.Cl[Pd]Cl.[Fe+2]>[C:20]([NH:19][S:16]([C:12]1[CH:13]=[CH:14][CH:15]=[C:10]([NH:9][C:2]2[CH:7]=[C:6]([C:34]3[CH:35]=[CH:36][C:31]([F:30])=[CH:32][C:33]=3[O:40][CH3:41])[CH:5]=[CH:4][N:3]=2)[CH:11]=1)(=[O:18])=[O:17])([CH3:23])([CH3:22])[CH3:21] |f:2.3.4,8.9.10.11|. Procedure: A mixture of 2-fluoro-4-iodopyridine (100 mg, 0.45 mmol), 3-amino-N-(tert-butyl)benzenesulfonamide (153 mg, 0.67 mmol), and Cs2CO3 (291 mg, 0.89 mmol) in dry DMF (3 mL) was heated at 150° C. for 1.5 h in a microwave oven. After addition of (4-fluoro-2-methoxyphenyl)boronic acid (152 mg, 0.89 mmol) the mixture was degassed with a stream of nitrogen for 5 minutes. Pd(dppf)Cl2 (73 mg, 0.09 mmol) was added and the reaction mixture was heated to 140° C. for 90 minutes in a microwave oven. The mixture... The reactants are COc1cc2c(cc1OC)CC(NCc1ccccc1)CC2, ClCCl, COc1cc2c(cc1OC)CC(=O)N(CCCCl)CC2. Yields the product COc1cc2c(cc1OC)CC(=O)N(CCCN(Cc1ccccc1)C1CCc3cc(OC)c(OC)cc3C1)CC2. Reaction SMILES: [CH2:1]([c:2]1[cH:3][cH:4][cH:5][cH:6][cH:7]1)[NH:8][CH:9]1[CH2:10][c:11]2[cH:12][c:13]([O:21][CH3:22])[c:14]([O:19][CH3:20])[cH:15][c:16]2[CH2:17][CH2:18]1.[CH2:43]([Cl:44])[Cl:45].[CH3:23][O:24][c:25]1[cH:26][c:27]2[c:28]([cH:39][c:40]1[O:41][CH3:42])[CH2:29][C:30](=[O:38])[N:31]([CH2:34][CH2:35][CH2:36][Cl:37])[CH2:32][CH2:33]2>>[CH2:1]([c:2]1[cH:3][cH:4][cH:5][cH:6][cH:7]1)[N:8]([CH:9]1[CH2:10][c:11]2[cH:12][c:13]([O:21][CH3:22])[c:14]([O:19][CH3:20])[cH:15][c:16]2[CH2:17][CH2:18]1)[CH2:36][CH2:35][CH2:34][N:31]1[C:30](=[O:38])[CH2:29][c:28]2[c:27]([cH:26][c:25]([O:24][CH3:23])[c:40]([O:41][CH3:42])[cH:39]2)[CH2:33][CH2:32]1.